Dataset: the Open Reaction Database (ORD), a public repository of structured organic reaction records. Task: describe an organic reaction: reactants, conditions, products, and yield Starting materials: C(C)(C)(C)C=1C=C2CCNC(C2=CC1)=O (6-tert-Butyl-3,4-dihydro-2H-isoquinolin-1-one), 2,3-5,6-dicyano-p-benzoquinone. The solvent is O1CCOCC1 (dioxane), O1CCOCC1 (dioxane). Run at temperature 100 celsius. Product: C(C)(C)(C)C=1C=C2C=CNC(C2=CC1)=O (6-tert-Butyl-2H-isoquinolin-1-one). Isolated yield 46.1%. As a reaction SMILES: [C:1]([C:5]1[CH:6]=[C:7]2[C:12](=[CH:13][CH:14]=1)[C:11](=[O:15])[NH:10][CH2:9][CH2:8]2)([CH3:4])([CH3:3])[CH3:2]>O1CCOCC1>[C:1]([C:5]1[CH:6]=[C:7]2[C:12](=[CH:13][CH:14]=1)[C:11](=[O:15])[NH:10][CH:9]=[CH:8]2)([CH3:4])([CH3:2])[CH3:3]. Procedure: 6-tert-Butyl-3,4-dihydro-2H-isoquinolin-1-one (1.709 g, 8.4 mmol) and 2,3-5,6-dicyano-p-benzoquinone (DDQ) (3.85 g, 2 eq) were taken up in dioxane (130 mL) and the resulting mixture was heated to 100° C. for four days. After allowing to cool to room temperature, most of the dioxane was removed under reduced pressure at 55° C. Ethyl acetate (300 mL) and 2N NaOH (100 mL) were added to the residue and the mixture was partitioned and the layers were sepearated. Subsequently washed again with 2N NaOH...